This data is from the Open Reaction Database (ORD), a public repository of structured organic reaction records. The task is: describe an organic reaction: reactants, conditions, products, and yield Starting materials: OC=1C=CC=C2C=CC(=NC12)C (8-hydroxy-2-methylquinoline), C(C1=CC=CC=C1)Br (benzyl bromide), [Se](=O)=O (selenium dioxide). Yields the product C(C1=CC=CC=C1)OC=1C=CC=C2C=CC(=NC12)C=O (8-(Benzyloxy)-2-quinolinecarbaldehyde). The yield is 35.0%. As a reaction SMILES: [OH:1][C:2]1[CH:3]=[CH:4][CH:5]=[C:6]2[C:11]=1[N:10]=[C:9]([CH3:12])[CH:8]=[CH:7]2.[CH2:13](Br)[C:14]1[CH:19]=[CH:18][CH:17]=[CH:16][CH:15]=1.[Se](=O)=[O:22]>>[CH2:13]([O:1][C:2]1[CH:3]=[CH:4][CH:5]=[C:6]2[C:11]=1[N:10]=[C:9]([CH:12]=[O:22])[CH:8]=[CH:7]2)[C:14]1[CH:19]=[CH:18][CH:17]=[CH:16][CH:15]=1. Procedure details: The title compound was prepared from 8-hydroxy-2-methylquinoline (6d), benzyl bromide, and selenium dioxide using methods as described in the literature for similar compounds (Buchi et al., 1956) in 35% yield. Reactants: CC(NS(=O)C(C)(C)C)c1ccc(Br)cc1F, CO, Cl, C1COCCO1. As a reaction SMILES: [Br:1][c:2]1[cH:3][c:4]([F:17])[c:5]([CH:8]([CH3:9])[NH:10][S:11]([C:12]([CH3:13])([CH3:14])[CH3:15])=[O:16])[cH:6][cH:7]1.[CH3:25][OH:26].[ClH:18].[O:19]1[CH2:20][CH2:21][O:22][CH2:23][CH2:24]1>>[Br:1][c:2]1[cH:3][c:4]([F:17])[c:5]([CH:8]([CH3:9])[NH3+:10])[cH:6][cH:7]1.[Cl-:18]. Yields the product CC([NH3+])c1ccc(Br)cc1F, [Cl-]. Starting materials: C(=O)(O)[O-].[Na+] (NaHCO3), C(C)OC(=O)C1=CC=C(C=C1)SCCN1C(=C(C2=CC=CC=C12)C)C=1C=NC=CC1 (1-[2-(4-ethoxycarbonylphenylthio)ethyl]-2-(3-pyridyl)-3-methylindole), Cl (HCl), CCOCC (ether). Conditions: time 0.5 hour. The product is Cl.C(=O)(O)C1=CC=C(C=C1)SCCN1C(=C(C2=CC=CC=C12)C)C=1C=NC=CC1 (1-[2-(4-carboxyphenylthio)ethyl]-2-(3-pyridyl)-3-methylindole hydrochloride). Reaction SMILES: C([O:3][C:4]([C:6]1[CH:11]=[CH:10][C:9]([S:12][CH2:13][CH2:14][N:15]2[C:23]3[C:18](=[CH:19][CH:20]=[CH:21][CH:22]=3)[C:17]([CH3:24])=[C:16]2[C:25]2[CH:26]=[N:27][CH:28]=[CH:29][CH:30]=2)=[CH:8][CH:7]=1)=[O:5])C.C([O-])(O)=O.[Na+].CCOCC.[ClH:41]>>[ClH:41].[C:4]([C:6]1[CH:11]=[CH:10][C:9]([S:12][CH2:13][CH2:14][N:15]2[C:23]3[C:18](=[CH:19][CH:20]=[CH:21][CH:22]=3)[C:17]([CH3:24])=[C:16]2[C:25]2[CH:26]=[N:27][CH:28]=[CH:29][CH:30]=2)=[CH:8][CH:7]=1)([OH:5])=[O:3] |f:1.2,5.6|. Procedure: A mixture of 6.39 g of 1-[2-(4-ethoxycarbonylphenylthio)ethyl]-2-(3-pyridyl)-3-methylindole in 260 ml of 2 N HCl is heated at reflux temperature for 6 hours. After cooling the pH is adjusted to 6-7 with saturated aqueopus NaHCO3 (ca 500 ml). About 200 ml of ether is added and the mixture is stirred for 0.5 hour. A solid is collected, first washed with water, then ether, and then dissolved in 100 ml hot absolute ethanol. The solution is filtered, and while still hot treated with 1.68 ml of 6.5 N ... Starting materials: BrCC(=C)C1=CC=C(C=C1)F (1-(1-Bromomethyl-vinyl)-4-fluoro-benzene), C(C=C)C1(CN(CC2=C1NC=1C=CC(=CC21)C)C)C (4-allyl-2,4,8-trimethyl-2,3,4,5-tetrahydro-1H-pyrido[4,3-b]indole), [H-].[Na+] (sodium hydride). Run in CN(C)C=O (DMF), CN(C)C=O (DMF), ice water. Conditions: temperature 0 celsius, time 10 minute. Yields the product C(C=C)C1(CN(CC2=C1N(C=1C=CC(=CC21)C)CC(=C)C2=CC=C(C=C2)F)C)C (4-allyl-5-[2-(4-fluoro-phenyl)-allyl]-2,4,8-trimethyl-2,3,4,5-tetrahydro-1H-pyrido[4,3-b]indole). Yield: 35.2%. Reaction SMILES: [H-].[Na+].[CH2:3]([C:6]1([CH3:21])[C:11]2[NH:12][C:13]3[CH:14]=[CH:15][C:16]([CH3:19])=[CH:17][C:18]=3[C:10]=2[CH2:9][N:8]([CH3:20])[CH2:7]1)[CH:4]=[CH2:5].Br[CH2:23][C:24]([C:26]1[CH:31]=[CH:30][C:29]([F:32])=[CH:28][CH:27]=1)=[CH2:25]>CN(C=O)C>[CH2:3]([C:6]1([CH3:21])[C:11]2[N:12]([CH2:25][C:24]([C:26]3[CH:31]=[CH:30][C:29]([F:32])=[CH:28][CH:27]=3)=[CH2:23])[C:13]3[CH:14]=[CH:15][C:16]([CH3:19])=[CH:17][C:18]=3[C:10]=2[CH2:9][N:8]([CH3:20])[CH2:7]1)[CH:4]=[CH2:5] |f:0.1|. Procedure: To a stirred suspension of sodium hydride (0.236 g, 5.9 mmol) in dry DMF (5 mL) at 0° C. was added 4-allyl-2,4,8-trimethyl-2,3,4,5-tetrahydro-1H-pyrido[4,3-b]indole (1 g, 3.937 mol, in dry DMF 2 mL). After addition was complete, reaction mixture was stirred at 0° C. for an additional 10 min. 1-(1-Bromomethyl-vinyl)-4-fluoro-benzene (1.09 g, 5.118 mmol) in dry DMF (3 mL) was added dropwise at 0° C. The reaction mixture was stirred at 25° C. for 16 h. The reaction mixture was diluted with ice-wate... Reactants: SC1=NC(=CC(=N1)O)C(F)(F)F (2-sulfanyl-6-(trifluoromethyl)pyrimidin-4-ol), BrCC1=C(C=NC=C1Cl)Cl (4-(bromomethyl)-3,5-dichloropyridine). Yields the product ClC=1C=NC=C(C1CSC1=NC(=CC(=N1)O)C(F)(F)F)Cl (2-{[(3,5-dichloropyridin-4-yl)methyl]sulfanyl}-6-(trifluoromethyl)pyrimidin-4-ol), solid. The yield is 37.0%. Reaction SMILES: [SH:1][C:2]1[N:7]=[C:6]([OH:8])[CH:5]=[C:4]([C:9]([F:12])([F:11])[F:10])[N:3]=1.Br[CH2:14][C:15]1[C:20]([Cl:21])=[CH:19][N:18]=[CH:17][C:16]=1[Cl:22]>>[Cl:22][C:16]1[CH:17]=[N:18][CH:19]=[C:20]([Cl:21])[C:15]=1[CH2:14][S:1][C:2]1[N:7]=[C:6]([OH:8])[CH:5]=[C:4]([C:9]([F:12])([F:10])[F:11])[N:3]=1. Reported procedure: This example was synthesized from 2-sulfanyl-6-(trifluoromethyl)pyrimidin-4-ol and 4-(bromomethyl)-3,5-dichloropyridine by following general procedure as described in the last step of Example 22. The title compound was obtained as a white solid (660 mg, 37% yield); 1H NMR (400 MHz, DMSO-d6): δ 4.72 (s, 2H), 6.69 (br, 1H), 8.64 (s, 2H); M+ 356. Starting materials: ClCCl, COC(=O)c1cc(Cl)ccc1N, Cl, O=S(=O)(Cl)c1ccccc1, c1ccncc1. Product: COC(=O)c1cc(Cl)ccc1NS(=O)(=O)c1ccccc1. RXN SMILES: [CH2:30]([Cl:31])[Cl:32].[CH3:1][O:2][C:3]([c:4]1[c:5]([NH2:6])[cH:7][cH:8][c:9]([Cl:11])[cH:10]1)=[O:12].[ClH:19].[c:20]1([S:26](=[O:27])(=[O:28])[Cl:29])[cH:21][cH:22][cH:23][cH:24][cH:25]1.[cH:13]1[cH:14][cH:15][n:16][cH:17][cH:18]1>>[CH3:1][O:2][C:3]([c:4]1[c:5]([NH:6][S:26]([c:20]2[cH:21][cH:22][cH:23][cH:24][cH:25]2)(=[O:27])=[O:28])[cH:7][cH:8][c:9]([Cl:11])[cH:10]1)=[O:12]. Starting materials: O=C1CCN(Cc2ccccc2)CC1, CC(=O)O, O=C1NC(Cc2ccc3[nH]ccc3c2)CO1. The product is O=C1NC(Cc2ccc3[nH]cc(C4=CCN(Cc5ccccc5)CC4)c3c2)CO1, O. RXN SMILES: [CH2:1]([c:2]1[cH:3][cH:4][cH:5][cH:6][cH:7]1)[N:8]1[CH2:9][CH2:10][C:11](=[O:14])[CH2:12][CH2:13]1.[CH3:31][C:32](=[O:33])[OH:34].[O:15]=[C:16]1[O:17][CH2:18][CH:19]([CH2:21][c:22]2[cH:23][c:24]3[cH:25][cH:26][nH:27][c:28]3[cH:29][cH:30]2)[NH:20]1>>[CH2:1]([c:2]1[cH:3][cH:4][cH:5][cH:6][cH:7]1)[N:8]1[CH2:9][CH2:10][C:11]([c:25]2[c:24]3[cH:23][c:22]([CH2:21][CH:19]4[CH2:18][O:17][C:16](=[O:15])[NH:20]4)[cH:30][cH:29][c:28]3[nH:27][cH:26]2)=[CH:12][CH2:13]1.[OH2:14]. Reactants: C([O-])([O-])=O.[K+].[K+] (potassium carbonate), C(C)(=O)OCC (ethyl acetate), S(=O)(=O)([O-])S(=O)[O-].[Na+].[Na+] (sodium metabisulfite), ClC=1C=C(C=CC1S(=O)(=O)C)[C@H](C(=O)NC1=NC=C(N=C1)C=C)CC1CCCC1 (2(R)-(3-chloro-4-methanesulfonyl-phenyl)-3-cyclopentyl-N-(5-vinyl-pyrazin-2-yl)-propionamide), solution. Reagents/catalysts: [Fe-3](C#N)(C#N)(C#N)(C#N)(C#N)C#N.[K+].[K+].[K+] (potassium ferricyanide), CC[C@@H]1CN2CC[C@@H]1C[C@@H]2[C@@H](C3=C4C=C(C=CC4=NC=C3)OC)OC5=NN=C(C6=CC=CC=C65)O[C@@H]([C@H]7C[C@@H]8CCN7C[C@@H]8CC)C9=C1C=C(C=CC1=NC=C9)OC ((DHQ)2PHAL), [Os](=O)(=O)(=O)=O (osmium tetroxide), C1(=CC=CC=C1)C (toluene). Run in O.C(C)(C)(C)O (water tert-butyl alcohol), O.C(C)(C)(C)O (water tert-butyl alcohol). Reaction conditions: temperature 25 celsius, time 5 minute. The product is ethyl acetate hexanes, ClC=1C=C(C=CC1S(=O)(=O)C)[C@H](C(=O)NC1=NC=C(N=C1)[C@@H](CO)O)CC1CCCC1 (2(R)-(3-chloro-4-methanesulfonyl-phenyl)-3-cyclopentyl-N-[5-(1(S),2-dihydroxy-ethyl)-pyrazin-2-yl]-propionamide). RXN SMILES: [C:1](=[O:4])([O-])[O-].[K+].[K+].[Cl:7][C:8]1[CH:9]=[C:10]([C@@H:18]([CH2:30][CH:31]2[CH2:35][CH2:34][CH2:33][CH2:32]2)[C:19]([NH:21][C:22]2[CH:27]=[N:26][C:25](C=C)=[CH:24][N:23]=2)=[O:20])[CH:11]=[CH:12][C:13]=1[S:14]([CH3:17])(=[O:16])=[O:15].[C:36](OCC)(=[O:38])C.S(S([O-])=O)([O-])(=O)=O.[Na+].[Na+]>O.C(O)(C)(C)C.[Fe-3](C#N)(C#N)(C#N)(C#N)(C#N)C#N.[K+].[K+].[K+].[Os](=O)(=O)(=O)=O.CC[C@H]1[C@H]2C[C@H]([C@H](OC3C4C(=CC=CC=4)C(O[C@H](C4C=CN=C5C=4C=C(OC)C=C5)[C@@H]4N5C[C@H](CC)[C@@H](CC5)C4)=NN=3)C3C=CN=C4C=3C=C(OC)C=C4)N(CC2)C1.C1(C)C=CC=CC=1>[Cl:7][C:8]1[CH:9]=[C:10]([C@@H:18]([CH2:30][CH:31]2[CH2:35][CH2:34][CH2:33][CH2:32]2)[C:19]([NH:21][C:22]2[CH:27]=[N:26][C:25]([C@H:1]([OH:4])[CH2:36][OH:38])=[CH:24][N:23]=2)=[O:20])[CH:11]=[CH:12][C:13]=1[S:14]([CH3:17])(=[O:16])=[O:15] |f:0.1.2,5.6.7,8.9,10.11.12.13|. Procedure details: A mixture of potassium ferricyanide (375 mg, 1.14 mmol), potassium carbonate (160 mg, 1.16 mmol), and (DHQ)2PHAL (7 mg, 0.00898 mmol) was treated with a solution of water/tert-butyl alcohol (10 mL, 1:1) and stirred at 25° C. for 5 min. The reaction mixture was cooled to 0° C. and then treated with a 0.2M solution of osmium tetroxide in toluene (17 μL, 0.0034 mmol) followed by a mixture of 2(R)-(3-chloro-4-methanesulfonyl-phenyl)-3-cyclopentyl-N-(5-vinyl-pyrazin-2-yl)-propionamide (175 mg, 0.374 ... Reactants: CNCCCO, CN(CC1CCC(C(=O)O)CC1)C(=O)Oc1ccc(Cl)cc1, O=C(Cl)C(=O)Cl, ClCCl, CN(C)C=O. Yields the product CN(CC1CCC(C(=O)N(C)CCCO)CC1)C(=O)Oc1ccc(Cl)cc1. RXN SMILES: [CH3:34][NH:35][CH2:36][CH2:37][CH2:38][OH:39].[Cl:1][c:2]1[cH:3][cH:4][c:5]([O:6][C:7](=[O:8])[N:9]([CH3:10])[CH2:11][CH:12]2[CH2:13][CH2:14][CH:15]([C:18](=[O:19])[OH:20])[CH2:16][CH2:17]2)[cH:21][cH:22]1.[Cl:28][C:29]([C:30]([Cl:31])=[O:32])=[O:33].[Cl:40][CH2:41][Cl:42].[O:23]=[CH:24][N:25]([CH3:26])[CH3:27]>>[Cl:1][c:2]1[cH:3][cH:4][c:5]([O:6][C:7](=[O:8])[N:9]([CH3:10])[CH2:11][CH:12]2[CH2:13][CH2:14][CH:15]([C:18](=[O:20])[N:35]([CH3:34])[CH2:36][CH2:37][CH2:38][OH:39])[CH2:16][CH2:17]2)[cH:21][cH:22]1.